From a dataset of the Open Reaction Database (ORD), a public repository of structured organic reaction records. describe an organic reaction: reactants, conditions, products, and yield The reactants are [BH4-], COC(=O)c1cc(OC)c(Br)c(OC)c1, CCO, [Ca+2], [Cl-], [Cl-], Cl, [Na+], C1CCOC1. The product is COc1cc(CO)cc(OC)c1Br. RXN SMILES: [BH4-:19].[Br:4][c:5]1[c:6]([O:17][CH3:18])[cH:7][c:8]([C:9](=[O:10])[O:11][CH3:12])[cH:13][c:14]1[O:15][CH3:16].[CH3:22][CH2:23][OH:24].[Ca+2:3].[Cl-:1].[Cl-:2].[ClH:21].[Na+:20].[O:25]1[CH2:26][CH2:27][CH2:28][CH2:29]1>>[Br:4][c:5]1[c:6]([O:17][CH3:18])[cH:7][c:8]([CH2:9][OH:10])[cH:13][c:14]1[O:15][CH3:16]. Reactants: Cc1nc2ccccc2n1-c1nc(N2CCOCC2)c2nc(CBr)n(C)c2n1, FC(F)(F)C1CCNC1. Yields the product Cc1nc2ccccc2n1-c1nc(N2CCOCC2)c2nc(CN3CCC(C(F)(F)F)C3)n(C)c2n1. Reaction SMILES: [Br:1][CH2:2][c:3]1[n:4]([CH3:28])[c:5]2[n:6][c:7](-[n:18]3[c:19]([CH3:27])[n:20][c:21]4[c:22]3[cH:23][cH:24][cH:25][cH:26]4)[n:8][c:9]([N:12]3[CH2:13][CH2:14][O:15][CH2:16][CH2:17]3)[c:10]2[n:11]1.[F:29][C:30]([CH:31]1[CH2:32][NH:33][CH2:34][CH2:35]1)([F:36])[F:37]>>[CH2:2]([c:3]1[n:4]([CH3:28])[c:5]2[n:6][c:7](-[n:18]3[c:19]([CH3:27])[n:20][c:21]4[c:22]3[cH:23][cH:24][cH:25][cH:26]4)[n:8][c:9]([N:12]3[CH2:13][CH2:14][O:15][CH2:16][CH2:17]3)[c:10]2[n:11]1)[N:33]1[CH2:32][CH:31]([C:30]([F:29])([F:36])[F:37])[CH2:35][CH2:34]1. The reactants are C(C)(=O)NC=1N=C2N(N=C(C=C2)C=2C=NC(=C(C2)NS(=O)(=O)C2=CC(=CC=C2)OC(F)F)Cl)C1C1=CCN(CC1)C(=O)OC(C)(C)C (tert-butyl 4-(2-acetamido-6-(6-chloro-5-(3-(difluoromethoxy)phenylsulfonamido)pyridin-3-yl)imidazo[1,2-b]pyridazin-3-yl)-5,6-dihydropyridine-1(2H)-carboxylate), FC(C(=O)O)(F)F (trifluoroacetic acid). Run at time 1 hour. Product: ClC1=C(C=C(C=N1)C=1C=CC=2N(N1)C(=C(N2)NC(C)=O)C=2CCNCC2)NS(=O)(=O)C2=CC(=CC=C2)OC(F)F (N-(6-(6-chloro-5-(3-(difluoromethoxy)phenylsulfonamido)pyridin-3-yl)-3-(1,2,3,6-tetrahydropyridin-4-yl)imidazo[1,2-b]pyridazin-2-yl)acetamide). Reaction SMILES: [C:1]([NH:4][C:5]1[N:6]=[C:7]2[CH:12]=[CH:11][C:10]([C:13]3[CH:14]=[N:15][C:16]([Cl:33])=[C:17]([NH:19][S:20]([C:23]4[CH:28]=[CH:27][CH:26]=[C:25]([O:29][CH:30]([F:32])[F:31])[CH:24]=4)(=[O:22])=[O:21])[CH:18]=3)=[N:9][N:8]2[C:34]=1[C:35]1[CH2:40][CH2:39][N:38](C(OC(C)(C)C)=O)[CH2:37][CH:36]=1)(=[O:3])[CH3:2].FC(F)(F)C(O)=O>>[Cl:33][C:16]1[N:15]=[CH:14][C:13]([C:10]2[CH:11]=[CH:12][C:7]3[N:8]([C:34]([C:35]4[CH2:40][CH2:39][NH:38][CH2:37][CH:36]=4)=[C:5]([NH:4][C:1](=[O:3])[CH3:2])[N:6]=3)[N:9]=2)=[CH:18][C:17]=1[NH:19][S:20]([C:23]1[CH:28]=[CH:27][CH:26]=[C:25]([O:29][CH:30]([F:31])[F:32])[CH:24]=1)(=[O:21])=[O:22]. Reported procedure: A sealable vial was charged with tert-butyl 4-(2-acetamido-6-(6-chloro-5-(3-(difluoromethoxy)phenylsulfonamido)pyridin-3-yl)imidazo[1,2-b]pyridazin-3-yl)-5,6-dihydropyridine-1(2H)-carboxylate (104.0 mg, 151 μmol) and neat trifluoroacetic acid (1.16 mL, 15.1 mmol). The solution was stirred at rt for 1 h. The solution was then concentrated to give N-(6-(6-chloro-5-(3-(difluoromethoxy)phenylsulfonamido)pyridin-3-yl)-3-(1,2,3,6-tetrahydropyridin-4-yl)imidazo[1,2-b]pyridazin-2-yl)acetamide, which was... The reactants are [N+](=O)([O-])C=1N=CN(C1)C(C(=O)OCC)CCCCCC (Ethyl 2-(4-nitro-1H-imidazole-1-yl)octanoate), C(CC)N (propylamine). Product: C(CC)NC(C(CCCCCC)N1C=NC(=C1)[N+](=O)[O-])=O (N-propyl-2-(4-nitro-1H-imidazol-1-yl) octanoamide). As a reaction SMILES: [N+:1]([C:4]1[N:5]=[CH:6][N:7]([CH:9]([CH2:15][CH2:16][CH2:17][CH2:18][CH2:19][CH3:20])[C:10]([O:12]CC)=O)[CH:8]=1)([O-:3])=[O:2].[CH2:21]([NH2:24])[CH2:22][CH3:23]>>[CH2:21]([NH:24][C:10](=[O:12])[CH:9]([N:7]1[CH:8]=[C:4]([N+:1]([O-:3])=[O:2])[N:5]=[CH:6]1)[CH2:15][CH2:16][CH2:17][CH2:18][CH2:19][CH3:20])[CH2:22][CH3:23]. Procedure: Ethyl 2-(4-nitro-1H-imidazole-1-yl)octanoate (17 moles, 5.0 g) was reacted with propylamine as in Example 1 to yield 2.5 g of N-propyl-2-(4-nitro-1H-imidazol-1-yl) octanoamide. (MS).